This data is from the Open Reaction Database (ORD), a public repository of structured organic reaction records. The task is: describe an organic reaction: reactants, conditions, products, and yield The reactants are C(C=C)N1CC2=C(N(C=3C=CC(=CC23)Cl)CC(O)C2=CC=NC=C2)CC1 (2-(2-Allyl-8-chloro-1,2,3,4-tetrahydro-pyrido[4,3-b]indol-5-yl)-1-pyridin-4-yl-ethanol), CN1C(=O)N(C(=O)CC1=O)C (1,3-Dimethyl barbituric acid). The reagents and catalysts are C=1C=CC(=CC1)[P](C=2C=CC=CC2)(C=3C=CC=CC3)[Pd]([P](C=4C=CC=CC4)(C=5C=CC=CC5)C=6C=CC=CC6)([P](C=7C=CC=CC7)(C=8C=CC=CC8)C=9C=CC=CC9)[P](C=1C=CC=CC1)(C=1C=CC=CC1)C=1C=CC=CC1 (Pd(PPh3)4). Solvent: C(Cl)Cl (DCM). Conditions: time 2 hour. Yields the product ClC1=CC=2C3=C(N(C2C=C1)CC(O)C1=CC=NC=C1)CCNC3 (2-(8-chloro-1,2,3,4-tetrahydro-pyrido[4,3-b]indol-5-yl)-1-pyridin-4-yl-ethanol). Isolated yield 61.7%. As a reaction SMILES: C([N:4]1[CH2:26][CH2:25][C:7]2[N:8]([CH2:16][CH:17]([C:19]3[CH:24]=[CH:23][N:22]=[CH:21][CH:20]=3)[OH:18])[C:9]3[CH:10]=[CH:11][C:12]([Cl:15])=[CH:13][C:14]=3[C:6]=2[CH2:5]1)C=C.CN1C(=O)CC(=O)N(C)C1=O>C(Cl)Cl.C1C=CC([P]([Pd]([P](C2C=CC=CC=2)(C2C=CC=CC=2)C2C=CC=CC=2)([P](C2C=CC=CC=2)(C2C=CC=CC=2)C2C=CC=CC=2)[P](C2C=CC=CC=2)(C2C=CC=CC=2)C2C=CC=CC=2)(C2C=CC=CC=2)C2C=CC=CC=2)=CC=1>[Cl:15][C:12]1[CH:11]=[CH:10][C:9]2[N:8]([CH2:16][CH:17]([C:19]3[CH:24]=[CH:23][N:22]=[CH:21][CH:20]=3)[OH:18])[C:7]3[CH2:25][CH2:26][NH:4][CH2:5][C:6]=3[C:14]=2[CH:13]=1 |^1:44,46,65,84|. Procedure details: 2-(2-Allyl-8-chloro-1,2,3,4-tetrahydro-pyrido[4,3-b]indol-5-yl)-1-pyridin-4-yl-ethanol (4.0 g, 10.87 mmol) was dissolved in DCM (350 mL) and nitrogen was purged for 10 min into the reaction mixture. 1,3-Dimethyl barbituric acid (5.08 g, 32.62 mmol) and Pd(PPh3)4 (251 mg, 0.217 mmol) was added and stirred for 2 h at RT. After consumption of starting material, the reaction mixture was diluted with saturated potassium carbonate (200 mL) and extracted with DCM (2×100 mL). The combined organic layer ... Starting materials: CCOC(=O)CC(=O)OCC, ClCCl, CCCCC(C)OS(C)(=O)=O, CN(C)C=O, [Cl-], [H-], [H][H], [NH4+], [Na+]. Yields the product CCCCC(C)C(C(=O)OCC)C(=O)OCC. Reaction SMILES: [C:3]([CH2:4][C:5](=[O:6])[O:7][CH2:8][CH3:9])(=[O:10])[O:11][CH2:12][CH3:13].[CH2:34]([Cl:35])[Cl:36].[CH3:16][S:17]([O:18][CH:21]([CH2:22][CH2:23][CH2:24][CH3:25])[CH3:26])(=[O:19])=[O:20].[CH3:29][N:30]([CH3:31])[CH:32]=[O:33].[Cl-:27].[H-:1].[H:14][H:15].[NH4+:28].[Na+:2]>>[C:3]([CH:4]([C:5](=[O:6])[O:7][CH2:8][CH3:9])[CH:21]([CH2:22][CH2:23][CH2:24][CH3:25])[CH3:26])(=[O:10])[O:11][CH2:12][CH3:13]. Reagents/catalysts: CN(C)C=1C=CN=CC1 (DMAP). Reported procedure: Prepared as in Example 104 from [2-fluoro-3-chlorophenyl](4-methoxy-2-methylphenyl)methanone (1.26 g, 4.52 mmol), hydrazine hydrate (1.61 mL, 51.7 mmol) and DMAP (0.632 g, 5.17 mmol) to give the product (0.613 g) as a yellow solid. Reaction SMILES: F[C:2]1[C:7]([Cl:8])=[CH:6][CH:5]=[CH:4][C:3]=1[C:9]([C:11]1[CH:16]=[CH:15][C:14]([O:17][CH3:18])=[CH:13][C:12]=1[CH3:19])=O.O.[NH2:21][NH2:22]>CN(C1C=CN=CC=1)C>[Cl:8][C:7]1[CH:6]=[CH:5][CH:4]=[C:3]2[C:2]=1[NH:22][N:21]=[C:9]2[C:11]1[CH:16]=[CH:15][C:14]([O:17][CH3:18])=[CH:13][C:12]=1[CH3:19] |f:1.2|. Starting materials: FC1=C(C=CC=C1Cl)C(=O)C1=C(C=C(C=C1)OC)C ([2-fluoro-3-chlorophenyl](4-methoxy-2-methylphenyl)methanone), O.NN (hydrazine hydrate). Yields the product ClC=1C=CC=C2C(=NNC12)C1=C(C=C(C=C1)OC)C (7-CHLORO-3-(4-METHOXY-2-METHYLPHENYL)-1H-INDAZOLE). Yield: 49.7%. Reactants: CC(C)(C)OC(=O)CC(CCCC1CCCCC1)c1nc(C(=O)N2Cc3ccccc3C2)no1, ClCCl, O=C(O)C(F)(F)F. The product is O=C(O)CC(CCCC1CCCCC1)c1nc(C(=O)N2Cc3ccccc3C2)no1. RXN SMILES: [CH:1]1([CH2:7][CH2:8][CH2:9][CH:10]([CH2:11][C:12](=[O:13])[O:14][C:15]([CH3:16])([CH3:17])[CH3:18])[c:19]2[n:20][c:21]([C:24](=[O:25])[N:26]3[CH2:27][c:28]4[cH:29][cH:30][cH:31][cH:32][c:33]4[CH2:34]3)[n:22][o:23]2)[CH2:2][CH2:3][CH2:4][CH2:5][CH2:6]1.[Cl:42][CH2:43][Cl:44].[OH:35][C:36]([C:37]([F:38])([F:39])[F:40])=[O:41]>>[CH:1]1([CH2:7][CH2:8][CH2:9][CH:10]([CH2:11][C:12](=[O:13])[OH:14])[c:19]2[n:20][c:21]([C:24](=[O:25])[N:26]3[CH2:27][c:28]4[cH:29][cH:30][cH:31][cH:32][c:33]4[CH2:34]3)[n:22][o:23]2)[CH2:2][CH2:3][CH2:4][CH2:5][CH2:6]1. The reactants are ClC1=CC(=C(C=C1Cl)N)N (4,5-dichloro-1,2-phenylenediamine), FC(OC1=CC=C(C=C1)N=C=S)(F)F (4-trifluoromethoxyphenyl isothiocyanate), CI (MeI), CCN(C(C)C)C(C)C (DIEA). The solvent is C(Cl)Cl (CH2Cl2). Conditions: time 24 hour. Product: ClC1=CC2=C(NC(=N2)NC2=CC=C(C=C2)OC(F)(F)F)C=C1Cl (5,6-Dichloro-N-[4-(trifluoromethoxy)phenyl]-1H-benzimidazol-2-amine). RXN SMILES: [Cl:1][C:2]1[C:7]([Cl:8])=[CH:6][C:5]([NH2:9])=[C:4]([NH2:10])[CH:3]=1.[F:11][C:12]([F:24])([F:23])[O:13][C:14]1[CH:19]=[CH:18][C:17]([N:20]=[C:21]=S)=[CH:16][CH:15]=1.CI.CCN(C(C)C)C(C)C>C(Cl)Cl>[Cl:1][C:2]1[C:7]([Cl:8])=[CH:6][C:5]2[NH:9][C:21]([NH:20][C:17]3[CH:18]=[CH:19][C:14]([O:13][C:12]([F:11])([F:23])[F:24])=[CH:15][CH:16]=3)=[N:10][C:4]=2[CH:3]=1. Procedure: A solution of 4,5-dichloro-1,2-phenylenediamine (2 mmol, 354 mg) and 4-trifluoromethoxyphenyl isothiocyanate (2 mmol, 325 μL) in CH2Cl2 (3 mL) was heated at 40° C. for 4 h. MeI (2.2 mmol, 137 μL) and DIEA (2.0 mmol, 348 μL) were added, and the reaction was brought to 40° C. for 24 h. The reaction mixture was partitioned between CH2Cl2 and brine. The organic phase was dried with Na2SO4 and concentrated in vacuo. Chromatography on silica eluting with 20-40% EtOAc in hexanes provided the product as...